describe an organic reaction: reactants, conditions, products, and yield From a dataset of the Open Reaction Database (ORD), a public repository of structured organic reaction records. Reactants: COCOC1=C(C=2CCC(OC2C(=C1C)C)(C)C)C=O (6-(Methoxymethoxy)-2,2,7,8-tetramethylchroman-5-carbaldehyde), C(C)(=O)[O-].[NH4+] (ammonium acetate), [N+](=O)([O-])C (nitromethane). Run in CCOC(=O)C (EtOAc). Conditions: temperature 80 celsius. Product: [N+](=O)([O-])C=CC1=CC=CC=C1 (nitrostyrene). As a reaction SMILES: COCO[C:5]1[C:14](C)=[C:13](C)[C:12]2OC(C)(C)[CH2:9][CH2:8][C:7]=2[C:6]=1C=O.C([O-])(=O)C.[NH4+].[N+:26](C)([O-:28])=[O:27]>CCOC(C)=O>[N+:26]([CH:9]=[CH:8][C:7]1[CH:12]=[CH:13][CH:14]=[CH:5][CH:6]=1)([O-:28])=[O:27] |f:1.2|. Procedure: 6-(Methoxymethoxy)-2,2,7,8-tetramethylchroman-5-carbaldehyde (500 mg, 1.7 mmol) and ammonium acetate (157 mg, 1.7 mmol) were taken up in nitromethane (11.6 mL) and the mixture was warmed to 80° C. for 1.5 hrs. After this time, the reaction was judged to be complete and the mixture was diluted in EtOAc (75 mL), washed once with brine, dried over anhydrous sodium sulfate, filtered, and concentrated in vacuo. Silica gel chromatography (gradient elution 0→15% EtOAc/Heptane) afforded the yellow solid...